Dataset: the Open Reaction Database (ORD), a public repository of structured organic reaction records. Task: describe an organic reaction: reactants, conditions, products, and yield Reported procedure: Prop-1-en-2-yl (4-(4-(4-ethoxy-1-(4-fluorophenyl)-2-oxo-1,2-dihydropyridine-3-carboxamido)-2,5-difluorophenoxy)pyridin-2-yl)carbamate (0.14 g, 0.24 mmol) was treated with a solution of N-methylamine (2.0 M in THF, 4 mL, 8 mmol) and N-methylpyrrolidine (0.021 g, 0.24 mmol), and was stirred at RT for 3 h. The solid was collected by filtration and further purified by silica gel chromatography (EtOAc). The purified residue was treated with MeCN/H2O (1:1, 4 mL), frozen and lyophilized to obtain 1-(4-... Reactants: C(C)OC1=C(C(N(C=C1)C1=CC=C(C=C1)F)=O)C(=O)NC1=CC(=C(OC2=CC(=NC=C2)NC(OC(=C)C)=O)C=C1F)F (Prop-1-en-2-yl (4-(4-(4-ethoxy-1-(4-fluorophenyl)-2-oxo-1,2-dihydropyridine-3-carboxamido)-2,5-difluorophenoxy)pyridin-2-yl)carbamate), CN (N-methylamine), CN1CCCC1 (N-methylpyrrolidine). RXN SMILES: C(O[C:4]1[CH:9]=[CH:8][N:7]([C:10]2[CH:15]=[CH:14][C:13]([F:16])=[CH:12][CH:11]=2)[C:6](=[O:17])[C:5]=1[C:18]([NH:20][C:21]1[C:40]([F:41])=[CH:39][C:24]([O:25][C:26]2[CH:31]=[CH:30][N:29]=[C:28]([NH:32][C:33](=O)[O:34]C(C)=C)[CH:27]=2)=[C:23]([F:42])[CH:22]=1)=[O:19])C.[CH3:43][NH2:44].C[N:46]1[CH2:50]CCC1>>[F:42][C:23]1[CH:22]=[C:21]([NH:20][C:18]([C:5]2[C:6](=[O:17])[N:7]([C:10]3[CH:11]=[CH:12][C:13]([F:16])=[CH:14][CH:15]=3)[CH:8]=[CH:9][C:4]=2[NH:46][CH3:50])=[O:19])[C:40]([F:41])=[CH:39][C:24]=1[O:25][C:26]1[CH:31]=[CH:30][N:29]=[C:28]([NH:32][C:33]([NH:44][CH3:43])=[O:34])[CH:27]=1. Run at time 3 hour. The yield is 17.8%. The product is FC1=C(OC2=CC(=NC=C2)NC(=O)NC)C=C(C(=C1)NC(=O)C=1C(N(C=CC1NC)C1=CC=C(C=C1)F)=O)F (1-(4-(2,5-difluoro-4-(1-(4-fluorophenyl)-4-(methylamino)-2-oxo-1,2-dihydropyridine-3-carboxamido)phenoxy)pyridin-2-yl)-3-methylurea). The reactants are Cl.COC([C@@H](N)CC1=CC(=C(C=C1)F)Br)=O (3-bromo-4-fluoro-L-phenylalanine methyl ester hydrochloride), N1=C2C(=NS1)C(=CC=C2)S(=O)(=O)NC2=C(C(=O)O)C=CC(=C2)Cl (2-(benzo[1,2,5]thiadiazole-4-sulfonylamino)-4-chloro-benzoic acid), methyl ester. Product: N1=C2C(=NS1)C(=CC=C2)S(=O)(=O)NC2=C(C(=O)N[C@H](C(=O)O)CC1=CC(=C(C=C1)F)Br)C=CC(=C2)Cl ((S)-2-[2-(Benzo[1,2,5]thiadiazole-4-sulfonylamino)-4-chloro-benzoylamino]-3-(3-bromo-4-fluoro-phenyl)-propionic acid). RXN SMILES: Cl.C[O:3][C:4](=[O:16])[C@H:5]([CH2:7][C:8]1[CH:13]=[CH:12][C:11]([F:14])=[C:10]([Br:15])[CH:9]=1)[NH2:6].[N:17]1[S:21][N:20]=[C:19]2[C:22]([S:26]([NH:29][C:30]3[CH:38]=[C:37]([Cl:39])[CH:36]=[CH:35][C:31]=3[C:32](O)=[O:33])(=[O:28])=[O:27])=[CH:23][CH:24]=[CH:25][C:18]=12>>[N:17]1[S:21][N:20]=[C:19]2[C:22]([S:26]([NH:29][C:30]3[CH:38]=[C:37]([Cl:39])[CH:36]=[CH:35][C:31]=3[C:32]([NH:6][C@@H:5]([CH2:7][C:8]3[CH:13]=[CH:12][C:11]([F:14])=[C:10]([Br:15])[CH:9]=3)[C:4]([OH:3])=[O:16])=[O:33])(=[O:28])=[O:27])=[CH:23][CH:24]=[CH:25][C:18]=12 |f:0.1|. Reported procedure: The title compound was prepared from 3-bromo-4-fluoro-L-phenylalanine methyl ester hydrochloride and 2-(benzo[1,2,5]thiadiazole-4-sulfonylamino)-4-chloro-benzoic acid as in EXAMPLE 1, Part C, followed by hydrolysis of the resulting methyl ester as in EXAMPLE 2, Part E. HPLC: RT=9.72 min. MS (ESI−): mass calcd. for C22H15BrClFN4O5S2, 613.87; m/z found, 611/613 [M−H]−. 1H NMR (400 MHz, CDCl3): 11.36 (s, 1H), 8.34 (d, J=6.9, 1H), 8.16(d, J=8.7, 1H), 7.74-7.67 (m, 1H), 7.66-7.63 (m, 1H), 7.38-7.32 (... The reactants are NC1=NC(=NC=C1C(=O)C1=C(C(=CC=C1OC)F)F)NC1C(CN(CC1)S(=O)(=O)C)O (rac-[4-Amino-2-(3-hydroxy-1-methanesulfonyl-piperidin-4-ylamino)-pyrimidin-5-yl]-(2,3-difluoro-6-methoxy-phenyl)-methanone), C([O-])(O)=O.[Na+] (sodium bicarbonate), C(C)(C)O (isopropanol), S(O)(O)(=O)=O (sulfuric acid). The reagents and catalysts are [O-2].[Cr+6].[O-2].[O-2] (chromium(VI) oxide). Solvent: CC(=O)C.OS(=O)(=O)O.O=[Cr](=O)=O (Jones reagent), O (water), CC(=O)C (acetone). Reaction conditions: time 20 minute. Product: NC1=NC(=NC=C1C(C1=C(C(=CC=C1OC)F)F)=O)NC1C(CN(CC1)S(=O)(=O)C)=O (rac-4-[4-Amino-5-(2,3-difluoro-6-methoxy-benzoyl)-pyrimidin-2-ylamino]-1-methanesulfonyl-piperidin-3-one). RXN SMILES: [NH2:1][C:2]1[C:7]([C:8]([C:10]2[C:15]([O:16][CH3:17])=[CH:14][CH:13]=[C:12]([F:18])[C:11]=2[F:19])=[O:9])=[CH:6][N:5]=[C:4]([NH:20][CH:21]2[CH2:26][CH2:25][N:24]([S:27]([CH3:30])(=[O:29])=[O:28])[CH2:23][CH:22]2[OH:31])[N:3]=1.S(=O)(=O)(O)O.C(O)(C)C.C(=O)(O)[O-].[Na+]>CC(C)=O.CC(C)=O.OS(O)(=O)=O.O=[Cr](=O)=O.O.[O-2].[Cr+6].[O-2].[O-2]>[NH2:1][C:2]1[C:7]([C:8](=[O:9])[C:10]2[C:15]([O:16][CH3:17])=[CH:14][CH:13]=[C:12]([F:18])[C:11]=2[F:19])=[CH:6][N:5]=[C:4]([NH:20][CH:21]2[CH2:26][CH2:25][N:24]([S:27]([CH3:30])(=[O:28])=[O:29])[CH2:23][C:22]2=[O:31])[N:3]=1 |f:3.4,6.7.8,10.11.12.13|. Procedure: To a stirred solution of alcohol (65 mg, 0.14 mmol, Example 306) in acetone (4 mL), Jones reagent (made by adding 0.5 mL of concentrated sulfuric acid to a solution of chromium(VI) oxide, 0.67 g, Aldrich, in 2 mL of water) was slowly added until the orange color persisted for 20 minutes. The mixture was stirred for 1 hour and 2 mL of isopropanol was added. The mixture was again stirred for 30 minutes followed by slow addition of saturated sodium bicarbonate solution until pH=7. The mixture was e...